This data is from the Open Reaction Database (ORD), a public repository of structured organic reaction records. The task is: describe an organic reaction: reactants, conditions, products, and yield RXN SMILES: Br[C:2]1[C:7]([F:8])=[CH:6][C:5]([C:9]([N:11]2[CH2:16][CH2:15][N:14]([C:17]3[C:22]([CH3:23])=[CH:21][C:20]([CH3:24])=[CH:19][N:18]=3)[CH2:13][CH2:12]2)=[O:10])=[C:4]([Cl:25])[CH:3]=1.[CH3:26][C@@H:27]1[CH2:31][O:30][C:29](=[O:32])[NH:28]1>>[ClH:25].[Cl:25][C:4]1[C:5]([C:9]([N:11]2[CH2:16][CH2:15][N:14]([C:17]3[C:22]([CH3:23])=[CH:21][C:20]([CH3:24])=[CH:19][N:18]=3)[CH2:13][CH2:12]2)=[O:10])=[CH:6][C:7]([F:8])=[C:2]([N:28]2[C@H:27]([CH3:26])[CH2:31][O:30][C:29]2=[O:32])[CH:3]=1 |f:2.3|. Product: Cl.ClC=1C(=CC(=C(C1)N1C(OC[C@H]1C)=O)F)C(=O)N1CCN(CC1)C1=NC=C(C=C1C)C ((R)-3-{5-chloro-4-[4-(3,5-dimethylpyridin-2-yl)piperazine-1-carbonyl]-2-fluorophenyl}-4-methyloxazolidin-2-one hydrochloride). Reactants: BrC1=CC(=C(C=C1F)C(=O)N1CCN(CC1)C1=NC=C(C=C1C)C)Cl ((4-bromo-2-chloro-5-fluorophenyl)[4-(3,5-dimethylpyridin-2-yl)piperazin-1-yl]methanone), C[C@H]1NC(OC1)=O ((R)-4-methyloxazolidin-2-one). Reported procedure: By reaction and treatment in the same manner as in Example 79 and using (4-bromo-2-chloro-5-fluorophenyl)[4-(3,5-dimethylpyridin-2-yl)piperazin-1-yl]methanone (1.5 g) described in Preparation Example 72 and (R)-4-methyloxazolidin-2-one (400 mg) described in Preparation Example 25, the title compound (347 mg) was obtained. The yield is 40.8%. The reactants are [Al+3], CCOC(C)=O, C1CCOC1, CO, CCN(CC)CCOc1ccc(NC(=O)OC(C)(C)C)cc1Cl, [H-], [H-], [H-], [H-], [Li+], N. The product is CCN(CC)CCOc1ccc(CN)cc1Cl. As a reaction SMILES: [Al+3:25].[C:33]([O:34][CH2:35][CH3:36])(=[O:37])[CH3:38].[CH2:39]1[O:40][CH2:41][CH2:42][CH2:43]1.[CH3:31][OH:32].[Cl:1][c:2]1[cH:3][c:4]([NH:16][C:17](=[O:18])[O:19][C:20]([CH3:21])([CH3:22])[CH3:23])[cH:5][cH:6][c:7]1[O:8][CH2:9][CH2:10][N:11]([CH2:12][CH3:13])[CH2:14][CH3:15].[H-:24].[H-:27].[H-:28].[H-:29].[Li+:26].[NH3:30]>>[Cl:1][c:2]1[cH:3][c:4]([CH2:31][NH2:30])[cH:5][cH:6][c:7]1[O:8][CH2:9][CH2:10][N:11]([CH2:12][CH3:13])[CH2:14][CH3:15]. Starting materials: C=CC(=O)OC, CO, NN1CCCCC1. Yields the product COC(=O)CCNN1CCCCC1. Reaction SMILES: [C:8]([CH:9]=[CH2:10])(=[O:11])[O:12][CH3:13].[CH3:14][OH:15].[NH2:1][N:2]1[CH2:3][CH2:4][CH2:5][CH2:6][CH2:7]1>>[NH:1]([N:2]1[CH2:3][CH2:4][CH2:5][CH2:6][CH2:7]1)[CH2:10][CH2:9][C:8](=[O:11])[O:12][CH3:13]. The reactants are 3-C6H5CH2OC6H4, C(C1=CC=CC=C1)OC1=CC=C(C=C1)CCC=CCCI (6-(4-benzyloxyphenyl)-3-hexenyl iodide), CC(CC(C)=O)=O.[Li] (lithium pentane-2,4-dione). The product is C(C1=CC=CC=C1)OC1=CC=C(C=C1)CCC=CCCC(C(C)=O)C(C)=O (3-[6-(4-Benzyloxyphenyl)-3-hexenyl]-2,4-pentanedione). RXN SMILES: [CH2:1]([O:8][C:9]1[CH:14]=[CH:13][C:12]([CH2:15][CH2:16][CH:17]=[CH:18][CH2:19][CH2:20]I)=[CH:11][CH:10]=1)[C:2]1[CH:7]=[CH:6][CH:5]=[CH:4][CH:3]=1.[CH3:22][C:23](=[O:28])[CH2:24][C:25](=[O:27])[CH3:26].[Li]>>[CH2:1]([O:8][C:9]1[CH:14]=[CH:13][C:12]([CH2:15][CH2:16][CH:17]=[CH:18][CH2:19][CH2:20][CH:24]([C:23](=[O:28])[CH3:22])[C:25](=[O:27])[CH3:26])=[CH:11][CH:10]=1)[C:2]1[CH:7]=[CH:6][CH:5]=[CH:4][CH:3]=1 |f:1.2,^1:28|. Procedure details: [I; Ar is 3-C6H5CH2OC6H4, R0 is H, R' and R" are CH3CO, Y is CH=CHCH2CH2 ] was prepared by reacting 6-(4-benzyloxyphenyl)-3-hexenyl iodide (Preparation D16) with lithium pentane-2,4-dione. The product was chromatographed on activated magnesium silicate and eluted with benzene. The reactants are C(C)(=O)Cl (acetyl chloride), P(OCCCl)(OCCCl)OCCCl (tris (β-chloroethyl) phosphite), triphosphite. Solvent: C(CCl)Cl (ethylene dichloride). Reaction conditions: time 1 hour. Yields the product P(OC(C)=O)(OCCCl)OCCCl (acetyl bis(β-chloroethyl) phosphite). Reaction SMILES: C(Cl)(=[O:3])C.[P:5]([O:14][CH2:15][CH2:16][Cl:17])([O:10][CH2:11][CH2:12][Cl:13])[O:6][CH2:7][CH2:8]Cl>C(Cl)CCl>[P:5]([O:14][CH2:15][CH2:16][Cl:17])([O:10][CH2:11][CH2:12][Cl:13])[O:6][C:7](=[O:3])[CH3:8]. Procedure: The same equipment and procedure as in Example 1 was employed. The reaction flask was charged with 100 ml ethylene dichloride and 85 g acetyl chloride (1.1 mole). The addition of 270 g (1.0 mole) tris (β-chloroethyl) phosphite was commenced dropwise and continued for one hour during which there was a slow exotherm to 35° C. After addition of the triphosphite the reaction continued with a self-maintained exotherm at about 40° C. for three hours and then a slow return to ambient temperature while ... Starting materials: F[C@@H]1C[C@H](NC1)C(=O)O ((2S,4R)-4-fluoropyrrolidine-2-carboxylic acid), CO (MeOH), S(=O)(Cl)Cl (thionyl chloride). Conditions: temperature 0 celsius, time 8 hour. Product: Cl.FC1CC(NC1)C(=O)OC (methyl 4-fluoropyrrolidine-2-carboxylate hydrochloride). RXN SMILES: [F:1][C@H:2]1[CH2:6][NH:5][C@H:4]([C:7]([OH:9])=[O:8])[CH2:3]1.S(Cl)([Cl:12])=O.[CH3:14]O>>[ClH:12].[F:1][CH:2]1[CH2:6][NH:5][CH:4]([C:7]([O:9][CH3:14])=[O:8])[CH2:3]1 |f:3.4|. Reported procedure: A round bottom flask was charged with (2S,4R)-4-fluoropyrrolidine-2-carboxylic acid (300 mg, 2254 μmol) and 22 mL MeOH. The heterogeneous mixture was cooled to 0° C. under nitrogen, and thionyl chloride (181 μl, 2479 μmol) was added dropwise. The reaction mixture was allowed to warm slowly to RT, and stirring was continued overnight at 65° C. The mixture was concentrated under high vacuum to provide methyl 4-fluoropyrrolidine-2-carboxylate hydrochloride as a mixture of the (2S,4R) and (2R,4R) di... Starting materials: ClC1=C(C(=C(C=C1OC)OC)Cl)C=1C=C2C=NC(=NC2=CC1)N[C@H]1[C@H](CCCC1)N ((1R,2S)—N1-(6-(2,6-dichloro-3,5-dimethoxyphenyl)quinazolin-2-yl)cyclohexane-1,2-diamine), CCN(C(C)C)C(C)C (DIEA), C(C=C)(=O)Cl (acryloyl chloride). Solvent: ClCCl (dichloromethane). Conditions: time 1 hour. The product is ClC1=C(C(=C(C=C1OC)OC)Cl)C=1C=C2C=NC(=NC2=CC1)N[C@@H]1[C@H](CCCC1)NC(C=C)=O (N-((1S,2S)-2-((6-(2,6-dichloro-3,5-dimethoxyphenyl)quinazolin-2-yl)amino)cyclohexyl)acrylamide). The yield is 58.2%. As a reaction SMILES: [Cl:1][C:2]1[C:7]([O:8][CH3:9])=[CH:6][C:5]([O:10][CH3:11])=[C:4]([Cl:12])[C:3]=1[C:13]1[CH:14]=[C:15]2[C:20](=[CH:21][CH:22]=1)[N:19]=[C:18]([NH:23][C@@H:24]1[CH2:29][CH2:28][CH2:27][CH2:26][C@@H:25]1[NH2:30])[N:17]=[CH:16]2.CCN(C(C)C)C(C)C.[C:40](Cl)(=[O:43])[CH:41]=[CH2:42]>ClCCl>[Cl:12][C:4]1[C:5]([O:10][CH3:11])=[CH:6][C:7]([O:8][CH3:9])=[C:2]([Cl:1])[C:3]=1[C:13]1[CH:14]=[C:15]2[C:20](=[CH:21][CH:22]=1)[N:19]=[C:18]([NH:23][C@H:24]1[CH2:29][CH2:28][CH2:27][CH2:26][C@@H:25]1[NH:30][C:40](=[O:43])[CH:41]=[CH2:42])[N:17]=[CH:16]2. Reported procedure: To a solution of (1R,2S)—N1-(6-(2,6-dichloro-3,5-dimethoxyphenyl)quinazolin-2-yl)cyclohexane-1,2-diamine (0.12 mmol) in dichloromethane (1.3 mL) at 0° C. was added DIEA (0.004 mL, 0.02 mmol) and acryloyl chloride (0.012 mL, 0.15 mmol) and the reaction was stirred for 1 h. LC-MS indicated complete consumption of SM. The reaction mixture was purified by silica gel chromatography to yield N-((1S,2S)-2-((6-(2,6-dichloro-3,5-dimethoxyphenyl)quinazolin-2-yl)amino)cyclohexyl)acrylamide (35 mg, 58%). MS...